The task is: describe an organic reaction: reactants, conditions, products, and yield. This data is from the Open Reaction Database (ORD), a public repository of structured organic reaction records. Solvent: O (water). The yield is 43.0%. Procedure details: The procedure used for the preparation of 3a was repeated with 2,6-dihydroxybenzonitrile (8.75 g, 64.8 mmol), (EtO)2P(S)SH (32.6 mL, 194 mmol) and water (26 mL) at 60° C. for 36 hr to give 3b (4.76 g, 43%) as a light yellow solid after chromatographic purification on silica gel (gradient EtOAc/CH2Cl2 :0-5%) and crystallization from EtOAc/hexane. mp 180° C. (dec); IR (KBr) 3411, 3295, 3177, 2380, 1612, 1577, 1464, 1267, 1010 cm-1 ; 1H NMR (DMSO-d6) δ6.31 (2H, d, J=8.1 Hz, Ar), 7.00 (1H, t, J=8.1H... As a reaction SMILES: [OH:1][C:2]1[CH:7]=[CH:6][CH:5]=[CH:4][C:3]=1[C:8](=[S:10])[NH2:9].[OH:11]C1C=CC=C(O)C=1C#N.P(S)(OCC)(OCC)=S>O>[OH:1][C:2]1[CH:7]=[CH:6][CH:5]=[C:4]([OH:11])[C:3]=1[C:8](=[S:10])[NH2:9]. The product is OC1=C(C(=CC=C1)O)C(N)=S (2,6-Dihydroxybenzenecarbothioamide). The reactants are OC1=C(C#N)C(=CC=C1)O (2,6-dihydroxybenzonitrile), P(=S)(OCC)(OCC)S ((EtO)2P(S)SH), OC1=C(C=CC=C1)C(N)=S (2-Hydroxybenzenecarbothioamide).